This data is from the Open Reaction Database (ORD), a public repository of structured organic reaction records. The task is: describe an organic reaction: reactants, conditions, products, and yield The reactants are CS(=O)(=O)c1ccccc1S(=O)(=O)Cl, Nc1ccc2[nH]nc(C#Cc3ccccc3)c2c1, O, c1ccncc1. The product is CS(=O)(=O)c1ccccc1S(=O)(=O)Nc1ccc2[nH]nc(C#Cc3ccccc3)c2c1. As a reaction SMILES: [CH3:1][S:2](=[O:3])(=[O:4])[c:5]1[c:6]([S:11](=[O:12])(=[O:13])[Cl:14])[cH:7][cH:8][cH:9][cH:10]1.[NH2:15][c:16]1[cH:17][c:18]2[c:19]([C:25]#[C:26][c:27]3[cH:28][cH:29][cH:30][cH:31][cH:32]3)[n:20][nH:21][c:22]2[cH:23][cH:24]1.[OH2:39].[cH:33]1[cH:34][cH:35][n:36][cH:37][cH:38]1>>[CH3:1][S:2](=[O:3])(=[O:4])[c:5]1[c:6]([S:11](=[O:12])(=[O:13])[NH:15][c:16]2[cH:17][c:18]3[c:19]([C:25]#[C:26][c:27]4[cH:28][cH:29][cH:30][cH:31][cH:32]4)[n:20][nH:21][c:22]3[cH:23][cH:24]2)[cH:7][cH:8][cH:9][cH:10]1. Starting materials: CO, Cl, O=C(c1ccc(OCCN2CCCCC2)cc1)c1c(-c2ccc(O)cc2)oc2ccccc12. Product: Oc1ccc(-c2oc3ccccc3c2C(O)c2ccc(OCCN3CCCCC3)cc2)cc1. Reaction SMILES: [CH3:35][OH:36].[ClH:1].[OH:2][c:3]1[cH:4][cH:5][c:6](-[c:9]2[o:10][c:11]3[c:12]([c:13]2[C:14](=[O:15])[c:16]2[cH:17][cH:18][c:19]([O:22][CH2:23][CH2:24][N:25]4[CH2:26][CH2:27][CH2:28][CH2:29][CH2:30]4)[cH:20][cH:21]2)[cH:31][cH:32][cH:33][cH:34]3)[cH:7][cH:8]1>>[OH:2][c:3]1[cH:4][cH:5][c:6](-[c:9]2[o:10][c:11]3[c:12]([c:13]2[CH:14]([OH:15])[c:16]2[cH:17][cH:18][c:19]([O:22][CH2:23][CH2:24][N:25]4[CH2:26][CH2:27][CH2:28][CH2:29][CH2:30]4)[cH:20][cH:21]2)[cH:31][cH:32][cH:33][cH:34]3)[cH:7][cH:8]1. The reactants are CC(=O)N1C=C(c2ccccc2)N(CC(=O)NC(Cc2ccccc2)C(=O)Oc2ccc([N+](=O)[O-])cc2)C(=O)C1C(C)C, CN1CC(=O)NC1=O, [Cl-], [H-], [NH4+], [Na+], C1CCOC1. Yields the product CC(=O)N1C=C(c2ccccc2)N(CC(=O)NC(Cc2ccccc2)C(=O)N2C(=O)CN(C)C2=O)C(=O)C1C(C)C. As a reaction SMILES: [C:11]([CH3:12])(=[O:13])[N:14]1[CH:15]([CH:51]([CH3:52])[CH3:53])[C:16](=[O:50])[N:17]([CH2:26][C:27](=[O:28])[NH:29][CH:30]([C:31](=[O:32])[O:33][c:34]2[cH:35][cH:36][c:37]([N+:38]([O-:39])=[O:40])[cH:41][cH:42]2)[CH2:43][c:44]2[cH:45][cH:46][cH:47][cH:48][cH:49]2)[C:18]([c:20]2[cH:21][cH:22][cH:23][cH:24][cH:25]2)=[CH:19]1.[CH3:3][N:4]1[C:5](=[O:6])[NH:7][C:8](=[O:9])[CH2:10]1.[Cl-:54].[H-:1].[NH4+:55].[Na+:2].[O:56]1[CH2:57][CH2:58][CH2:59][CH2:60]1>>[CH3:3][N:4]1[C:5](=[O:6])[N:7]([C:31]([CH:30]([NH:29][C:27]([CH2:26][N:17]2[C:16](=[O:50])[CH:15]([CH:51]([CH3:52])[CH3:53])[N:14]([C:11]([CH3:12])=[O:13])[CH:19]=[C:18]2[c:20]2[cH:21][cH:22][cH:23][cH:24][cH:25]2)=[O:28])[CH2:43][c:44]2[cH:45][cH:46][cH:47][cH:48][cH:49]2)=[O:32])[C:8](=[O:9])[CH2:10]1. Starting materials: O([Si](C1=CC=CC=C1)(C1=CC=CC=C1)C(C)(C)C)CC(CCCC1(C)OCCO1)C (1-t-Butyldiphenylsiloxy-6,6-ethylenedioxy-2-methyl-heptane), Cl (hydrochloric acid), C([O-])(O)=O.[Na+] (sodium bicarbonate). Solvent: CC(=O)C (acetone). The product is O([Si](C1=CC=CC=C1)(C1=CC=CC=C1)C(C)(C)C)CC(CCCC(C)=O)C (1-t-butyldiphenylsiloxy-2-methyl-6-oxo-heptane). RXN SMILES: [O:1]([CH2:19][CH:20]([CH3:30])[CH2:21][CH2:22][CH2:23][C:24]1(OCC[O:26]1)[CH3:25])[Si:2]([C:15]([CH3:18])([CH3:17])[CH3:16])([C:9]1[CH:14]=[CH:13][CH:12]=[CH:11][CH:10]=1)[C:3]1[CH:8]=[CH:7][CH:6]=[CH:5][CH:4]=1.Cl.C(=O)(O)[O-].[Na+]>CC(C)=O>[O:1]([CH2:19][CH:20]([CH3:30])[CH2:21][CH2:22][CH2:23][C:24](=[O:26])[CH3:25])[Si:2]([C:15]([CH3:16])([CH3:17])[CH3:18])([C:9]1[CH:10]=[CH:11][CH:12]=[CH:13][CH:14]=1)[C:3]1[CH:8]=[CH:7][CH:6]=[CH:5][CH:4]=1 |f:2.3|. Procedure: 1-t-Butyldiphenylsiloxy-6,6-ethylenedioxy-2-methyl-heptane (75.35 g) in acetone (2 l) is treated with 10% hydrochloric acid (75 ml) and the solution is allowed to stir at room temperature for two and one half hours. The reaction mixture is neutralized with a saturated sodium bicarbonate solution (150 ml) the salt is removed by filtration and the solvent is removed in vacuo. The resulting residue is partitioned between ether and water, the aqueous phase is extracted with ether, and the combined e...